Dataset: the Open Reaction Database (ORD), a public repository of structured organic reaction records. Task: describe an organic reaction: reactants, conditions, products, and yield The reactants are CCOC(C)=O, ClCCl, O=C1CCCCCC1(c1ccc(O)cc1)c1c(F)cccc1F. Product: Oc1ccc(C2(c3c(F)cccc3F)CCCCCC2O)cc1. RXN SMILES: [CH3:24][CH2:25][O:26][C:27](=[O:28])[CH3:29].[Cl:30][CH2:31][Cl:32].[F:1][c:2]1[c:3]([C:9]2([c:17]3[cH:18][cH:19][c:20]([OH:23])[cH:21][cH:22]3)[C:10](=[O:16])[CH2:11][CH2:12][CH2:13][CH2:14][CH2:15]2)[c:4]([F:8])[cH:5][cH:6][cH:7]1>>[F:1][c:2]1[c:3]([C:9]2([c:17]3[cH:18][cH:19][c:20]([OH:23])[cH:21][cH:22]3)[CH:10]([OH:16])[CH2:11][CH2:12][CH2:13][CH2:14][CH2:15]2)[c:4]([F:8])[cH:5][cH:6][cH:7]1. Reactants: C(C)(C)N(CC)C(C)C (di-isopropyl-ethyl amine), C(C)(=O)Cl (acetyl chloride), C(C)(C)(C)OC(=O)C1=C(SC=2[C@@H](N(CCC21)[C@@H](C)C2=CC=CC=C2)CN)N (2-amino-7-(S)-aminomethyl-6-(1-(S)-phenyl-ethyl)-4,5,6,7-tetrahydro-thieno[2,3-c]pyridine-3-carboxylic aicd tert-butyl ester), O(C1=CC=CC=C1)C1=CC=C(C=O)C=C1 (4-phenoxybenzaldehyde), [BH4-].[Na+] (sodium borohydride). Run in ClCCl (dichloromethane), C(C)O (ethanol). Conditions: temperature 0 celsius, time 1 hour. The product is C(C)(=O)N(CC1=CC=C(C=C1)OC1=CC=CC=C1)C[C@@H]1N(CCC2=C1SC(=C2C(=O)O)N)[C@@H](C)C2=CC=CC=C2 (7-(S)-((acetyl-(4-phenoxy-benzyl)amino)methyl)-2-amino-6-(1-(S)-phenyl-ethyl)-4,5,6,7-tetrahydro-thieno[2,3-c]pyridine-3-carboxylic acid). Yield: 44.6%. Reaction SMILES: C([O:5][C:6]([C:8]1[C:16]2[CH2:15][CH2:14][N:13]([C@H:17]([C:19]3[CH:24]=[CH:23][CH:22]=[CH:21][CH:20]=3)[CH3:18])[C@@H:12]([CH2:25][NH2:26])[C:11]=2[S:10][C:9]=1[NH2:27])=[O:7])(C)(C)C.[O:28]([C:35]1[CH:42]=[CH:41][C:38]([CH:39]=O)=[CH:37][CH:36]=1)[C:29]1[CH:34]=[CH:33][CH:32]=[CH:31][CH:30]=1.[BH4-].[Na+].C(N(C(C)C)CC)(C)C.[C:54](Cl)(=[O:56])[CH3:55]>C(O)C.ClCCl>[C:54]([N:26]([CH2:25][C@H:12]1[C:11]2[S:10][C:9]([NH2:27])=[C:8]([C:6]([OH:5])=[O:7])[C:16]=2[CH2:15][CH2:14][N:13]1[C@H:17]([C:19]1[CH:20]=[CH:21][CH:22]=[CH:23][CH:24]=1)[CH3:18])[CH2:39][C:38]1[CH:41]=[CH:42][C:35]([O:28][C:29]2[CH:34]=[CH:33][CH:32]=[CH:31][CH:30]=2)=[CH:36][CH:37]=1)(=[O:56])[CH3:55] |f:2.3|. Procedure details: A solution of 2-amino-7-(S)-aminomethyl-6-(1-(S)-phenyl-ethyl)-4,5,6,7-tetrahydro-thieno[2,3-c]pyridine-3-carboxylic aicd tert-butyl ester (500 mg, 1.29 mmol) and 4-phenoxybenzaldehyde (256 mg, 1.29 mmol) was heated to 50° C. in ethanol (50 ml) for 1 hour in the presence of molecular sieves (4 A, 5 ml). The reaction mixture was cooled on an ice bath before sodium borohydride (98 mg, 2.59 mmol) was added in three portions over 45 min. The cooling bath was removed and the reaction mixture was allo... The reactants are C[O-], Cc1nc(Cl)c(Cl)c(Cl)n1, CO, [Na+], O, c1cncnc1. Product: COc1nc(C)nc(Cl)c1Cl. RXN SMILES: [CH3:11][O-:12].[CH3:1][c:2]1[n:3][c:4]([Cl:10])[c:5]([Cl:9])[c:6]([Cl:8])[n:7]1.[CH3:21][OH:22].[Na+:13].[OH2:20].[cH:14]1[cH:15][n:16][cH:17][n:18][cH:19]1>>[CH3:1][c:2]1[n:3][c:4]([Cl:10])[c:5]([Cl:9])[c:6]([O:12][CH3:11])[n:7]1. The reactants are C(C)(C)OC=1C(C(C1[Sn](CCCC)(CCCC)CCCC)=O)=O (3-isopropoxy-4-(tri-n-butyl-stannyl)-3-cyclobutene-1,2-dione), IC1=CC=C(C=C1)OC (4-iodoanisole), C(C)OCC (Diethylether), Benzylchloro-bis-(triphenylphosphine)palladium, cuprous iodide, C (charcoal). Run in C(C)(=O)OCC (ethyl acetate), CN(C=O)C (N,N-dimethyl-formamide). Run at temperature 0 celsius, time 8 hour. The product is C(C)(C)OC=1C(C(C1C1=CC=C(C=C1)OC)=O)=O (3-isopropoxy-4-(4-methoxy-phenyl)-cyclobut-3-ene-1,2-dione). As a reaction SMILES: [CH:1]([O:4][C:5]1[C:6](=[O:23])[C:7](=[O:22])[C:8]=1[Sn](CCCC)(CCCC)CCCC)([CH3:3])[CH3:2].I[C:25]1[CH:30]=[CH:29][C:28]([O:31][CH3:32])=[CH:27][CH:26]=1.C(OCC)C.C>CN(C)C=O.C(OCC)(=O)C>[CH:1]([O:4][C:5]1[C:6](=[O:23])[C:7](=[O:22])[C:8]=1[C:25]1[CH:30]=[CH:29][C:28]([O:31][CH3:32])=[CH:27][CH:26]=1)([CH3:2])[CH3:3]. Procedure: To a solution of 3-isopropoxy-4-(tri-n-butyl-stannyl)-3-cyclobutene-1,2-dione (J. Org. Chem. 1990, 55, 5359-5364) (8.00 g, 18.65 mmol) in N,N-dimethyl-formamide (40 mL) was added 4-iodoanisole (4.85 g, 20.72 mmol). The flask was purged with nitrogen and cooled to 0° C. Benzylchloro-bis-(triphenylphosphine)palladium (II) (0.942 g, 1.24 mmol) and cuprous iodide (0.355 g, 1.87 mmol) were added and the mixture was stirred at room temperature overnight. Diethylether (200 mL) was added and the mixture... The product is P(=O)(O)(O)OCOC(=O)N1C([C@@](C2=CC=C(C=C12)C(F)(F)F)(F)C1=C(C=CC(=C1)Cl)OC)=O ((S)-3-(5-Chloro-2-methoxy-phenyl)-3-fluoro-2-oxo-6-trifluoromethyl-2,3-dihydro-indole-1-carboxylic acid phosphonooxymethyl ester). Yield: 77.4%. As a reaction SMILES: C([O:5][P:6]([O:37]C(C)(C)C)([O:8][CH2:9][O:10][C:11]([N:13]1[C:21]2[C:16](=[CH:17][CH:18]=[C:19]([C:22]([F:25])([F:24])[F:23])[CH:20]=2)[C@@:15]([C:27]2[CH:32]=[C:31]([Cl:33])[CH:30]=[CH:29][C:28]=2[O:34][CH3:35])([F:26])[C:14]1=[O:36])=[O:12])=[O:7])(C)(C)C.FC(F)(F)C(O)=O>ClCCl>[P:6]([O:8][CH2:9][O:10][C:11]([N:13]1[C:21]2[C:16](=[CH:17][CH:18]=[C:19]([C:22]([F:23])([F:24])[F:25])[CH:20]=2)[C@@:15]([C:27]2[CH:32]=[C:31]([Cl:33])[CH:30]=[CH:29][C:28]=2[O:34][CH3:35])([F:26])[C:14]1=[O:36])=[O:12])([OH:7])([OH:37])=[O:5]. Reported procedure: To a 25 mL flask containing (S)-3-(5-chloro-2-methoxy-phenyl)-3-fluoro-2-oxo-6-trifluoromethyl-2,3-dihydro-indole-1-carboxylic acid di-tert-butoxy-phosphoryloxymethyl ester ((S)-XV) (0.110 g, 0.176 mmol) was added 2 mL anhydrous dichloromethane, and trifluoroacetic acid (0.060 g, 0.527 mmol). The reaction was allowed to stir at room temperature for 4 hours. The dichloromethane was evaporated in vacuo, and the crude foam was purified by reverse phase chromatography (C18 2:1CH3CN:H2O) producing th... The reactants are FC(C(=O)O)(F)F (trifluoroacetic acid), C(C)(C)(C)OP(=O)(OCOC(=O)N1C([C@@](C2=CC=C(C=C12)C(F)(F)F)(F)C1=C(C=CC(=C1)Cl)OC)=O)OC(C)(C)C ((S)-3-(5-chloro-2-methoxy-phenyl)-3-fluoro-2-oxo-6-trifluoromethyl-2,3-dihydro-indole-1-carboxylic acid di-tert-butoxy-phosphoryloxymethyl ester). Reaction conditions: time 4 hour. The solvent is ClCCl (dichloromethane).